Dataset: the Open Reaction Database (ORD), a public repository of structured organic reaction records. Task: describe an organic reaction: reactants, conditions, products, and yield Procedure: A solution of 1.5 g (4 mmol) of 8-chloro-5-methyl-4-oxo-3-phenyl-3,5-dihydro-4H-pyridazino[4,5-b]indole-1-acetic acid and of 1.2 g (7.4 mmol) of 1,1′-carbonylbis-1H-imidazole in tetrahydrofuran is stirred for 1 h at 50° C. The mixture is cooled and an excess of pyrrolidine is added. After stirring for 15 h, the precipitate is collected by filtration, washed with water and with ether and recrystallized from propan-2-ol. 0.65 g (1.5 mmol) of solid is obtained. Product: ClC1=CC=2C3=C(N(C2C=C1)C)C(N(N=C3CC(=O)N3CCCC3)C3=CC=CC=C3)=O (1-[2-(8-Chloro-5-methyl-4-oxo-3-phenyl-3,5-dihydro-4H-pyridazino[4,5-b]indol-1-yl)-1-oxoethyl]pyrrolidine). Reaction SMILES: [Cl:1][C:2]1[CH:10]=[CH:9][C:8]2[N:7]([CH3:11])[C:6]3[C:12](=[O:26])[N:13]([C:20]4[CH:25]=[CH:24][CH:23]=[CH:22][CH:21]=4)[N:14]=[C:15]([CH2:16][C:17](O)=[O:18])[C:5]=3[C:4]=2[CH:3]=1.C(N1C=CN=C1)(N1C=CN=C1)=O.[NH:39]1[CH2:43][CH2:42][CH2:41][CH2:40]1>O1CCCC1>[Cl:1][C:2]1[CH:10]=[CH:9][C:8]2[N:7]([CH3:11])[C:6]3[C:12](=[O:26])[N:13]([C:20]4[CH:25]=[CH:24][CH:23]=[CH:22][CH:21]=4)[N:14]=[C:15]([CH2:16][C:17]([N:39]4[CH2:43][CH2:42][CH2:41][CH2:40]4)=[O:18])[C:5]=3[C:4]=2[CH:3]=1. The reactants are ClC1=CC=2C3=C(N(C2C=C1)C)C(N(N=C3CC(=O)O)C3=CC=CC=C3)=O (8-chloro-5-methyl-4-oxo-3-phenyl-3,5-dihydro-4H-pyridazino[4,5-b]indole-1-acetic acid), C(=O)(N1C=NC=C1)N1C=NC=C1 (1,1′-carbonylbis-1H-imidazole), N1CCCC1 (pyrrolidine). Conditions: time 15 hour. The solvent is O1CCCC1 (tetrahydrofuran). Reactants: Cl (hydrochloric acid), C(C)(C)OC(C)C (isopropyl ether), [Cl-].[Na+] (sodium chloride), C(C(C)C)(=O)OCC (ethyl isobutyrate), C(CCC)[Li].CCCCCC (n-butyllithium·hexane), C(C)(C)NC(C)C (diisopropylamine), ICCCCC(C1=CC=CC=C1)C1=C(C(=C(C(=C1C)OC)C)C)OC (1-iodo-5-(2,5-dimethoxy-3,4,6-trimethylphenyl)-5-phenylpentane). Solvent: O1CCCC1 (tetrahydrofuran), O1CCCC1 (tetrahydrofuran), O1CCCC1 (tetrahydrofuran). Run at temperature -12.5 celsius, time 10 minute. Product: COC1=C(C(=C(C(=C1C)C)OC)C)C(CCCCC(C(=O)OCC)(C)C)C1=CC=CC=C1 (ethyl 7-(2,5-dimethoxy-3,4,6-trimethylphenyl)-2,2-dimethyl-7-phenylheptanoate). Yield: 247.6%. Reaction SMILES: C([Li])CCC.CCCCCC.C(NC(C)C)(C)C.[C:19]([O:24][CH2:25][CH3:26])(=[O:23])[CH:20]([CH3:22])[CH3:21].I[CH2:28][CH2:29][CH2:30][CH2:31][CH:32]([C:39]1[C:44]([CH3:45])=[C:43]([O:46][CH3:47])[C:42]([CH3:48])=[C:41]([CH3:49])[C:40]=1[O:50][CH3:51])[C:33]1[CH:38]=[CH:37][CH:36]=[CH:35][CH:34]=1.Cl.C(OC(C)C)(C)C.[Cl-].[Na+]>O1CCCC1>[CH3:51][O:50][C:40]1[C:41]([CH3:49])=[C:42]([CH3:48])[C:43]([O:46][CH3:47])=[C:44]([CH3:45])[C:39]=1[CH:32]([C:33]1[CH:38]=[CH:37][CH:36]=[CH:35][CH:34]=1)[CH2:31][CH2:30][CH2:29][CH2:28][C:20]([CH3:22])([CH3:21])[C:19]([O:24][CH2:25][CH3:26])=[O:23] |f:0.1,7.8|. Reported procedure: A 2.1 ml (3.0×1.1 mmole) portion of n-butyllithium·hexane solution was added dropwise to a solution of 0.50 ml (3.0×1.2 mmole) of diisopropylamine in anhydrous tetrahydrofuran (5 ml) under an atmosphere of argon at -20° C. over the period of 5 minutes, followed by stirring at -20 to -5° C. for 10 minutes. The mixed solution was cooled at -20° C. and a solution of 0.38 g (3.0×1.1 mmole) of ethyl isobutyrate in tetrahydrofuran (4 ml) was added dropwise to it over the period of 5 minutes, followed ... Starting materials: C(C)(C)C1=CC=C(C=C1)C1(COC2=C1C(=C(C(=C2C)C)N)C)C (3-(4-isopropylphenyl)-3,4,6,7-tetramethyl-2,3-dihydro-1-benzofuran-5-amine). Solvent: C(C)(=O)OCC.CCCCCC (ethyl acetate hexane). Yields the product C(C)(C)C1=CC=C(C=C1)C1(COC2=C1C(=C(C(=C2C)C)NC(CC(C)(C)C)=O)C)C (N-(3-(4-Isopropylphenyl)-3,4,6,7-tetramethyl-2,3-dihydro-1-benzofuran-5-yl)-3,3-dimethylbutanamide). Yield: 37.0%. As a reaction SMILES: [CH:1]([C:4]1[CH:9]=[CH:8][C:7]([C:10]2([CH3:23])[C:14]3[C:15]([CH3:22])=[C:16]([NH2:21])[C:17]([CH3:20])=[C:18]([CH3:19])[C:13]=3[O:12][CH2:11]2)=[CH:6][CH:5]=1)([CH3:3])[CH3:2]>C(OCC)(=O)C.CCCCCC>[CH:1]([C:4]1[CH:9]=[CH:8][C:7]([C:10]2([CH3:23])[C:14]3[C:15]([CH3:22])=[C:16]([NH:21][C:13](=[O:12])[CH2:14][C:10]([CH3:23])([CH3:11])[CH3:7])[C:17]([CH3:20])=[C:18]([CH3:19])[C:13]=3[O:12][CH2:11]2)=[CH:6][CH:5]=1)([CH3:3])[CH3:2] |f:1.2|. Reported procedure: Using 3-(4-isopropylphenyl)-3,4,6,7-tetramethyl-2,3-dihydro-1-benzofuran-5-amine obtained in Reference Example 34, the title compound was synthesized in the same manner as in Example 1. Yield: 37%. Melting point: 194-195° C. (ethyl acetate-hexane).